Task: describe an organic reaction: reactants, conditions, products, and yield. Dataset: the Open Reaction Database (ORD), a public repository of structured organic reaction records The reactants are O=C([O-])O, CC=CC(c1ccc(OCc2ccccc2)cc1)C(C)C(=O)OC, CSC, CCOC(C)=O, ClB(Cl)Cl, ClCCl, [Na+]. Product: CC=CC(c1ccc(O)cc1)C(C)C(=O)OC. Reaction SMILES: [C:32](=[O:33])([OH:34])[O-:35].[CH3:1][CH:2]([C:3](=[O:4])[O:5][CH3:6])[CH:7]([CH:8]=[CH:9][CH3:10])[c:11]1[cH:12][cH:13][c:14]([O:17][CH2:18][c:19]2[cH:20][cH:21][cH:22][cH:23][cH:24]2)[cH:15][cH:16]1.[CH3:29][S:30][CH3:31].[CH3:40][CH2:41][O:42][C:43]([CH3:44])=[O:45].[Cl:25][B:26]([Cl:27])[Cl:28].[Cl:37][CH2:38][Cl:39].[Na+:36]>>[CH3:1][CH:2]([C:3](=[O:4])[O:5][CH3:6])[CH:7]([CH:8]=[CH:9][CH3:10])[c:11]1[cH:12][cH:13][c:14]([OH:17])[cH:15][cH:16]1. Starting materials: CC=1N=C(SC1)NC1=NC=CC=C1O (2-(4-methylthiazol-2-ylamino)pyridin-3-ol), Cl.BrCC1=NC=CC=C1 (2-(bromomethyl)pyridine hydrochloride), C([O-])([O-])=O.[K+].[K+] (potassium carbonate), CN(C)C=O (DMF). Solvent: O (water). Conditions: time 8 hour. Product: Cl.Cl.CC=1N=C(SC1)NC1=NC=CC=C1OCC1=NC=CC=C1 (N-(4-methylthiazol-2-yl)-3-(pyridin-2-ylmethoxy)pyridin-2-amine dihydrochloride). Isolated yield 142.9%. As a reaction SMILES: [CH3:1][C:2]1[N:3]=[C:4]([NH:7][C:8]2[C:13]([OH:14])=[CH:12][CH:11]=[CH:10][N:9]=2)[S:5][CH:6]=1.[ClH:15].Br[CH2:17][C:18]1[CH:23]=[CH:22][CH:21]=[CH:20][N:19]=1.C(=O)([O-])[O-].[K+].[K+].CN(C=O)C>O>[ClH:15].[ClH:15].[CH3:1][C:2]1[N:3]=[C:4]([NH:7][C:8]2[C:13]([O:14][CH2:17][C:18]3[CH:23]=[CH:22][CH:21]=[CH:20][N:19]=3)=[CH:12][CH:11]=[CH:10][N:9]=2)[S:5][CH:6]=1 |f:1.2,3.4.5,8.9.10|. Procedure details: A vial was charged with 2-(4-methylthiazol-2-ylamino)pyridin-3-ol (75 mg, 0.362 mmol), 2-(bromomethyl)pyridine hydrochloride (75.4 mg, 0.362 mmol), potassium carbonate (175 mg, 1.27 mmol), and DMF (3 mL), and the reaction mixture was stirred overnight at room temperature. The reaction mixture was then poured into water and extracted with ether. The organic layer was washed with brine, dried over sodium sulfate, filtered, concentrated, and purified over silica gel (80% EtOAc in hexanes). The resi... Starting materials: Fc1ccc(Br)c(F)c1, [Li]CCCC, CCCCCC, CCOC(=O)C(F)(F)SC. Yields the product CSC(F)(F)C(=O)c1ccc(F)cc1F. RXN SMILES: [Br:12][c:13]1[c:14]([F:20])[cH:15][c:16]([F:19])[cH:17][cH:18]1.[CH2:7]([Li:8])[CH2:9][CH2:10][CH3:11].[CH3:1][CH2:2][CH2:3][CH2:4][CH2:5][CH3:6].[F:21][C:22]([C:23](=[O:24])[O:25][CH2:26][CH3:27])([S:28][CH3:29])[F:30]>>[c:13]1([C:23]([C:22]([F:21])([S:28][CH3:29])[F:30])=[O:24])[c:14]([F:20])[cH:15][c:16]([F:19])[cH:17][cH:18]1.